This data is from the Open Reaction Database (ORD), a public repository of structured organic reaction records. The task is: describe an organic reaction: reactants, conditions, products, and yield Starting materials: C1(CCC1)N1CCN(CC1)C(=O)[C@@H]1CC[C@H](CC1)O (trans-(4-cyclobutyl-piperazin-1-yl)-(4-hydroxy-cyclohexyl)-methanone), ClC1=NC=C(C=C1)O (2-chloro-5-hydroxypyridine). The product is ClC1=CC=C(C=N1)O[C@H]1CC[C@H](CC1)C(=O)N1CCN(CC1)C1CCC1 (cis-[4-(6-Chloro-pyridin-3-yloxy)-cyclohexyl]-(4-cyclobutyl-piperazin-1-yl)-methanone). RXN SMILES: [CH:1]1([N:5]2[CH2:10][CH2:9][N:8]([C:11]([C@H:13]3[CH2:18][CH2:17][C@H:16]([OH:19])[CH2:15][CH2:14]3)=[O:12])[CH2:7][CH2:6]2)[CH2:4][CH2:3][CH2:2]1.[Cl:20][C:21]1[CH:26]=[CH:25][C:24](O)=[CH:23][N:22]=1>>[Cl:20][C:21]1[N:22]=[CH:23][C:24]([O:19][C@@H:16]2[CH2:17][CH2:18][C@H:13]([C:11]([N:8]3[CH2:9][CH2:10][N:5]([CH:1]4[CH2:4][CH2:3][CH2:2]4)[CH2:6][CH2:7]3)=[O:12])[CH2:14][CH2:15]2)=[CH:25][CH:26]=1. Procedure: According to the procedure described for example 1, the title compound had been synthesized from trans-(4-cyclobutyl-piperazin-1-yl)-(4-hydroxy-cyclohexyl)-methanone and 2-chloro-5-hydroxypyridine. MS (m/e): 378.3 (MH+). Reactants: C(#N)C1=CC=C(C=C1)N=NC1=CC=C(C=C1)O (4-(4-cyanophenylazo)phenol), BrCCCCCC(=O)OCC (ethyl 6-bromo-hexanoate), C(=O)([O-])[O-].[K+].[K+] (K2CO3), [Cl-].[Cl-].[Ca+2] (CaCl2). Run in CC(=O)C (acetone). Conditions: temperature 60 celsius. The product is C(#N)C1=CC=C(C=C1)N=NC1=CC=C(OCCCCCC(=O)OCC)C=C1 (ethyl 6-[4-(4-cyanophenyl-azo)phenoxy]-hexanoate). The yield is 83.6%. RXN SMILES: [C:1]([C:3]1[CH:8]=[CH:7][C:6]([N:9]=[N:10][C:11]2[CH:16]=[CH:15][C:14]([OH:17])=[CH:13][CH:12]=2)=[CH:5][CH:4]=1)#[N:2].Br[CH2:19][CH2:20][CH2:21][CH2:22][CH2:23][C:24]([O:26][CH2:27][CH3:28])=[O:25].C([O-])([O-])=O.[K+].[K+].[Cl-].[Cl-].[Ca+2]>CC(C)=O>[C:1]([C:3]1[CH:4]=[CH:5][C:6]([N:9]=[N:10][C:11]2[CH:16]=[CH:15][C:14]([O:17][CH2:19][CH2:20][CH2:21][CH2:22][CH2:23][C:24]([O:26][CH2:27][CH3:28])=[O:25])=[CH:13][CH:12]=2)=[CH:7][CH:8]=1)#[N:2] |f:2.3.4,5.6.7|. Procedure details: 15.06 g (0.067 mol) of 4-(4-cyanophenylazo)phenol, 14.99 g (0.067 mol) of ethyl 6-bromo-hexanoate (Aldrich, 99%) and 11.76 g (0.085 mol) of oven dried K2CO3 were mixed in a 250 mL one-neck round flask fitted with a magnetic stirring bar. 160 mL of dry acetone was added, the flask was closed with a reflux condenser protected on the top with a CaCl2-drying tube and the stirred solution was refluxed on an oil bath at 60° C. for 72 h. After cooling the flask was transferred to a Rotavapor and the ac... Reaction SMILES: [CH2:1]([NH2:8])[C:2]1[CH:7]=[CH:6][CH:5]=[CH:4][CH:3]=1.Cl[C:10]1[C:11]2[CH:24]=[C:23]([CH2:25][CH3:26])[S:22][C:12]=2[N:13]=[C:14]([C:16]2[CH:17]=[N:18][CH:19]=[CH:20][CH:21]=2)[N:15]=1>>[N:18]1[CH:19]=[CH:20][CH:21]=[C:16]([C:14]2[N:15]=[C:10]([NH:8][CH2:1][C:2]3[CH:7]=[CH:6][CH:5]=[CH:4][CH:3]=3)[C:11]3[CH:24]=[C:23]([CH2:25][CH3:26])[S:22][C:12]=3[N:13]=2)[CH:17]=1. Reactants: C(C1=CC=CC=C1)N (benzylamine), ClC=1C2=C(N=C(N1)C=1C=NC=CC1)SC(=C2)CC (4-chloro-2-(pyridin-3-yl)-6-ethyl-thieno-[2,3-d]-pyrimidine). Reported procedure: With the procedure of Example 1, the reaction of benzylamine with 4-chloro-2-(pyridin-3-yl)-6-ethyl-thieno-[2,3-d]-pyrimidine yields 2-(pyridin-3-yl)-4-benzylamino-6-ethyl-thieno-[2,3-d]-pyrimidine. Product: N1=CC(=CC=C1)C=1N=C(C2=C(N1)SC(=C2)CC)NCC2=CC=CC=C2 (2-(pyridin-3-yl)-4-benzylamino-6-ethyl-thieno-[2,3-d]-pyrimidine). Reactants: C1CCC(CC1)N=C=NC2CCCCC2 (DCC), C(C1=CC=CC=C1)OC(=O)N[C@@H](CC1=CC=CC=C1)C(=O)N[C@@H](CC1=CNC=N1)C(=O)N[C@@H](CC(C)C)CO (N-benzyloxycarbonyl-L-phenylalanyl-L-histidyl-L-leucinol), ON1N=NC2=C1C=CC=C2 (1-hydroxybenztriazole), Br (hydrogen bromide), [N+](=O)([O-])C=1C(=NC=CC1)SSCCC(=O)O (3-(3-nitro-2-pyridyldithio)propionic acid). The solvent is C(C)(=O)O (acetic acid), C(C)OCC (diethyl ether). Reaction conditions: time 30 minute. Product: [N+](=O)([O-])C=1C(=NC=CC1)SSCCC(=O)N[C@@H](CC1=CC=CC=C1)C(=O)N[C@@H](CC1=CNC=N1)C(=O)N[C@@H](CC(C)C)CO (N-[3-(3-Nitro-2-pyridyldithio)propionyl]-L-phenylalanyl-L-histidyl-L-leucinol). As a reaction SMILES: C(OC([NH:11][C@H:12]([C:20]([NH:22][C@H:23]([C:30]([NH:32][C@H:33]([CH2:38][OH:39])[CH2:34][CH:35]([CH3:37])[CH3:36])=[O:31])[CH2:24][C:25]1[N:29]=[CH:28][NH:27][CH:26]=1)=[O:21])[CH2:13][C:14]1[CH:19]=[CH:18][CH:17]=[CH:16][CH:15]=1)=O)C1C=CC=CC=1.Br.[N+:41]([C:44]1[C:45]([S:50][S:51][CH2:52][CH2:53][C:54]([OH:56])=O)=[N:46][CH:47]=[CH:48][CH:49]=1)([O-:43])=[O:42].ON1C2C=CC=CC=2N=N1.C1CCC(N=C=NC2CCCCC2)CC1>C(OCC)C.C(O)(=O)C>[N+:41]([C:44]1[C:45]([S:50][S:51][CH2:52][CH2:53][C:54]([NH:11][C@H:12]([C:20]([NH:22][C@H:23]([C:30]([NH:32][C@H:33]([CH2:38][OH:39])[CH2:34][CH:35]([CH3:36])[CH3:37])=[O:31])[CH2:24][C:25]2[N:29]=[CH:28][NH:27][CH:26]=2)=[O:21])[CH2:13][C:14]2[CH:19]=[CH:18][CH:17]=[CH:16][CH:15]=2)=[O:56])=[N:46][CH:47]=[CH:48][CH:49]=1)([O-:43])=[O:42]. Procedure details: To 0.16 g. (0.3 mmole) of N-benzyloxycarbonyl-L-phenylalanyl-L-histidyl-L-leucinol were added 3 ml. of a 25% w/v glacial acetic acid solution of hydrogen bromide. The mixture was stirred at room temperature for 30 minutes, and then anhydrous diethyl ether was added thereto. The precipitate thus formed was separated by filtration and dissolved in 5 ml. of dimethylformamide. The solution was cooled with ice, and then there were added 30 mg. of N-methylmorpholine for neutralization. To the neutrali... Starting materials: FC1=C(C=C(C=C1)C(CCC(=O)O)=O)C (4-(4-Fluoro-3-methylphenyl)-4-oxobutanoic acid), Cl(=O)(=O)(=O)O (perchloric acid), C(C)(=O)O (acetic acid). Reagents/catalysts: [Pd] (palladium-on-carbon). Conditions: temperature 0 celsius, time 12 hour. The product is FC1=C(C=C(C=C1)CCCC(=O)OC)C (Methyl 4-(4-fluoro-3-methylphenyl)butanoate). RXN SMILES: [F:1][C:2]1[CH:7]=[CH:6][C:5]([C:8](=O)[CH2:9][CH2:10][C:11]([OH:13])=[O:12])=[CH:4][C:3]=1[CH3:15].Cl(O)(=O)(=O)=O.[C:21](O)(=O)C>[Pd]>[F:1][C:2]1[CH:7]=[CH:6][C:5]([CH2:8][CH2:9][CH2:10][C:11]([O:13][CH3:21])=[O:12])=[CH:4][C:3]=1[CH3:15]. Procedure: The compound obtained in (1) above (172 gm) was dissolved into 700 ml of acetic acid. To the solution were added 10 ml of 40% perchloric acid and 30 gm of 10% palladium-on-carbon to effect catalytic hydrogenation under 6 atm. The catalyst was removed by filtration and acetic acid was evaporated. Upon the addition of 2 l of water, the residue was extracted with chloroform, washed with saturated brine, and dried over anhydrous sodium sulfate. The solvent was evaporated and 1 l of methanol was adde... The reactants are ClC1=CC(=C(C=C1)N1C(NC(=CC1=O)C(F)(F)F)=O)[N+](=O)[O-] (3-(4-chloro-2-nitrophenyl)-6-trifluoromethyl-2,4(1H, 3H)-pyrimidinedione), S(=O)(=O)(OC)OC (dimethyl sulfate), C([O-])([O-])=O.[K+].[K+] (potassium carbonate). The solvent is CN(C=O)C (N,N-dimethylformamide). Reaction conditions: temperature 55 celsius, time 8 hour. The product is ClC1=CC(=C(C=C1)N1C(N(C(=CC1=O)C(F)(F)F)C)=O)[N+](=O)[O-] (3-(4-chloro-2-nitrophenyl)-1-methyl-6-trifluoromethyl-2,4(1H, 3H)-pyrimidinedione). Isolated yield 73.6%. RXN SMILES: [Cl:1][C:2]1[CH:7]=[CH:6][C:5]([N:8]2[C:13](=[O:14])[CH:12]=[C:11]([C:15]([F:18])([F:17])[F:16])[NH:10][C:9]2=[O:19])=[C:4]([N+:20]([O-:22])=[O:21])[CH:3]=1.S(OC)(O[CH3:27])(=O)=O.C(=O)([O-])[O-].[K+].[K+]>CN(C)C=O>[Cl:1][C:2]1[CH:7]=[CH:6][C:5]([N:8]2[C:13](=[O:14])[CH:12]=[C:11]([C:15]([F:17])([F:18])[F:16])[N:10]([CH3:27])[C:9]2=[O:19])=[C:4]([N+:20]([O-:22])=[O:21])[CH:3]=1 |f:2.3.4|. Procedure: A mixture of 3-(4-chloro-2-nitrophenyl)-6-trifluoromethyl-2,4(1H, 3H)-pyrimidinedione (3 g), dimethyl sulfate (1.7 g) and potassium carbonate (1.85 g) in N,N-dimethylformamide (100 ml) was stirred at 55° C. overnight. The resulting mixture was allowed to cool to ambient temperature and filtered through Celite to remove unsoluble precipitate. The filtrate was diluted with a mixed solvent of ethyl acetate and hexane (1:1, 200 ml), washed with brine (×2) and dried over anhydrous sodium sulfate. Aft... Starting materials: N1(CCCC1)C(=O)Cl (1-pyrrolidinecarbonyl chloride), Cl.CN1CCN(CC1)C1=NC(=NC(=C1)C1=CC=C2CCNCC2=C1)N (4-(4-methylpiperazin-1-yl)-6-(1,2,3,4-tetrahydroisoquinolin-7-yl)pyrimidin-2-amine HCl salt). The product is CN1CCN(CC1)C1=NC(=NC(=C1)C1=CC=C2CCN(CC2=C1)C(=O)N1CCCC1)N (4-(4-Methylpiperazin-1-yl)-6-[2-(pyrrolidin-1-ylcarbonyl)-1,2,3,4-tetrahydroisoquinolin-7-yl]pyrimidin-2-amine). RXN SMILES: [N:1]1([C:6](Cl)=[O:7])[CH2:5][CH2:4][CH2:3][CH2:2]1.Cl.[CH3:10][N:11]1[CH2:16][CH2:15][N:14]([C:17]2[CH:22]=[C:21]([C:23]3[CH:32]=[C:31]4[C:26]([CH2:27][CH2:28][NH:29][CH2:30]4)=[CH:25][CH:24]=3)[N:20]=[C:19]([NH2:33])[N:18]=2)[CH2:13][CH2:12]1>>[CH3:10][N:11]1[CH2:12][CH2:13][N:14]([C:17]2[CH:22]=[C:21]([C:23]3[CH:32]=[C:31]4[C:26]([CH2:27][CH2:28][N:29]([C:6]([N:1]5[CH2:5][CH2:4][CH2:3][CH2:2]5)=[O:7])[CH2:30]4)=[CH:25][CH:24]=3)[N:20]=[C:19]([NH2:33])[N:18]=2)[CH2:15][CH2:16]1 |f:1.2|. Procedure: This compound was prepared from 1-pyrrolidinecarbonyl chloride and 4-(4-methylpiperazin-1-yl)-6-(1,2,3,4-tetrahydroisoquinolin-7-yl)pyrimidin-2-amine HCl salt using procedures analogous to those for Example 2. Analytic LCMS (M+H)+: m/z=422.4.